This data is from the Open Reaction Database (ORD), a public repository of structured organic reaction records. The task is: describe an organic reaction: reactants, conditions, products, and yield Starting materials: COc1ccc(C(C)=CBr)cc1, CN1CCc2c([nH]c3ccc(Cl)cc23)C1, [Cu]I, [K+], [K+], [K+], CN(C)C=O, O=C(O)C1CCCN1, O=P([O-])([O-])[O-]. Yields the product COc1ccc(C(C)=Cn2c3c(c4cc(Cl)ccc42)CCN(C)C3)cc1. RXN SMILES: [Br:32][CH:33]=[C:34]([CH3:35])[c:36]1[cH:37][cH:38][c:39]([O:42][CH3:43])[cH:40][cH:41]1.[Cl:1][c:2]1[cH:3][c:4]2[c:5]3[c:6]([nH:7][c:8]2[cH:9][cH:10]1)[CH2:11][N:12]([CH3:15])[CH2:13][CH2:14]3.[Cu:49][I:50].[K+:29].[K+:30].[K+:31].[O:44]=[CH:45][N:46]([CH3:47])[CH3:48].[OH:16][C:17]([CH:18]1[NH:19][CH2:20][CH2:21][CH2:22]1)=[O:23].[P:24]([O-:25])([O-:26])([O-:27])=[O:28]>>[Cl:1][c:2]1[cH:3][c:4]2[c:5]3[c:6]([n:7]([CH:33]=[C:34]([CH3:35])[c:36]4[cH:37][cH:38][c:39]([O:42][CH3:43])[cH:40][cH:41]4)[c:8]2[cH:9][cH:10]1)[CH2:11][N:12]([CH3:15])[CH2:13][CH2:14]3. The reactants are CC(=O)c1cccc(S(=O)(=O)Cl)c1, NCc1ccccc1-c1ccccc1C(=O)NCc1ccccc1, CC(=O)c1cccc(S(=O)(=O)C(N)c2ccccc2-c2ccccc2C(=O)NCc2ccccc2)c1. Reaction SMILES: [C:25]([CH3:26])(=[O:27])[c:28]1[cH:29][c:30]([S:34](=[O:35])(=[O:36])[Cl:37])[cH:31][cH:32][cH:33]1.[CH2:1]([c:2]1[cH:3][cH:4][cH:5][cH:6][cH:7]1)[NH:8][C:9](=[O:10])[c:11]1[c:12](-[c:17]2[c:18]([CH2:23][NH2:24])[cH:19][cH:20][cH:21][cH:22]2)[cH:13][cH:14][cH:15][cH:16]1.[CH2:38]([NH:39][C:40]([c:41]1[c:42](-[c:43]2[cH:44][cH:45][cH:46][cH:47][c:48]2[CH:49]([S:50]([c:51]2[cH:52][cH:53][cH:54][c:55]([C:56](=[O:57])[CH3:58])[cH:59]2)(=[O:60])=[O:61])[NH2:62])[cH:63][cH:64][cH:65][cH:66]1)=[O:67])[c:68]1[cH:69][cH:70][cH:71][cH:72][cH:73]1>>[CH2:1]([c:2]1[cH:3][cH:4][cH:5][cH:6][cH:7]1)[NH:8][C:9](=[O:10])[c:11]1[c:12](-[c:17]2[c:18]([CH2:23][NH:24][S:34]([c:30]3[cH:29][c:28]([C:25]([CH3:26])=[O:27])[cH:33][cH:32][cH:31]3)(=[O:35])=[O:36])[cH:19][cH:20][cH:21][cH:22]2)[cH:13][cH:14][cH:15][cH:16]1. Product: CC(=O)c1cccc(S(=O)(=O)NCc2ccccc2-c2ccccc2C(=O)NCc2ccccc2)c1. Starting materials: COC1=CC=C(C=C1)/C=C/C(C)=O ((E)-4-(4-methoxyphenyl)but-3-en-2-one), O.C(C=O)(=O)O (glyoxylic acid monohydrate). Run in C(C)(=O)O (acetic acid), O (water). Product: COC1=CC=C(C=C1)/C=C/C(/C=C/C(=O)O)=O ((E,E)-6-(4-methoxyphenyl)-4-oxo-2,5-hexadienoic acid). RXN SMILES: [CH3:1][O:2][C:3]1[CH:8]=[CH:7][C:6](/[CH:9]=[CH:10]/[C:11](=[O:13])[CH3:12])=[CH:5][CH:4]=1.O.[C:15]([OH:19])(=[O:18])[CH:16]=O>C(O)(=O)C.O>[CH3:1][O:2][C:3]1[CH:8]=[CH:7][C:6](/[CH:9]=[CH:10]/[C:11](=[O:13])/[CH:12]=[CH:16]/[C:15]([OH:19])=[O:18])=[CH:5][CH:4]=1 |f:1.2|. Procedure: A solution of 17 g (96 mmol) of (E)-4-(4-methoxyphenyl)but-3-en-2-one and 8.9 g (96 mmol) of glyoxylic acid monohydrate in 25 ml of glacial acetic acid was heated at reflux for 20 hours. The reaction mixture was diluted with water and extracted with ethyl acetate. The organic phase was extracted twice with 3N sodium hydroxide solution. The combined aqueous phases were treated with 3N hydrochloric acid to produce a strongly acidic reaction and extracted twice with ethyl acetate. The combined orga... Starting materials: CC(C)OB(OC(C)C)OC(C)C, C1CCOC1, [Li]CCCC, Fc1cccc(Cl)n1, [Na+], [OH-], O, OO. Yields the product Oc1ccc(Cl)nc1F. Reaction SMILES: [B:14]([O:15][CH:24]([CH3:25])[CH3:26])([O:16][CH:17]([CH3:18])[CH3:19])[O:20][CH:21]([CH3:22])[CH3:23].[CH2:31]1[O:32][CH2:33][CH2:34][CH2:35]1.[CH3:1][CH2:2][CH2:3][CH2:4][Li:5].[Cl:6][c:7]1[n:8][c:9]([F:13])[cH:10][cH:11][cH:12]1.[Na+:28].[OH-:27].[OH2:36].[OH:29][OH:30]>>[Cl:6][c:7]1[n:8][c:9]([F:13])[c:10]([OH:15])[cH:11][cH:12]1.